This data is from the Open Reaction Database (ORD), a public repository of structured organic reaction records. The task is: describe an organic reaction: reactants, conditions, products, and yield The reactants are O=C(Cl)C(=O)Cl, ClCCl, O=C(O)c1cc2cc(I)ccc2s1, CN(C)C=O. The product is N#Cc1cc2cc(I)ccc2s1. As a reaction SMILES: [Cl:1][C:2]([C:3]([Cl:4])=[O:5])=[O:6].[Cl:25][CH2:26][Cl:27].[I:12][c:13]1[cH:14][c:15]2[c:16]([s:17][c:18]([C:20]([OH:21])=[O:22])[cH:19]2)[cH:23][cH:24]1.[O:7]=[CH:8][N:9]([CH3:10])[CH3:11]>>[N:9]#[C:11][c:18]1[s:17][c:16]2[c:15]([cH:14][c:13]([I:12])[cH:24][cH:23]2)[cH:19]1. Starting materials: CN, CCO, OCCC(=C(c1ccccc1)c1ccc(OCCBr)cc1)c1ccccc1. Yields the product CNCCOc1ccc(C(=C(CCO)c2ccccc2)c2ccccc2)cc1. As a reaction SMILES: [CH3:28][NH2:29].[CH3:30][CH2:31][OH:32].[c:1]1([C:7](=[C:8]([CH2:9][CH2:10][OH:11])[c:12]2[cH:13][cH:14][cH:15][cH:16][cH:17]2)[c:18]2[cH:19][cH:20][c:21]([O:24][CH2:25][CH2:26][Br:27])[cH:22][cH:23]2)[cH:2][cH:3][cH:4][cH:5][cH:6]1>>[c:1]1([C:7](=[C:8]([CH2:9][CH2:10][OH:11])[c:12]2[cH:13][cH:14][cH:15][cH:16][cH:17]2)[c:18]2[cH:19][cH:20][c:21]([O:24][CH2:25][CH2:26][NH:29][CH3:28])[cH:22][cH:23]2)[cH:2][cH:3][cH:4][cH:5][cH:6]1.